Dataset: the Open Reaction Database (ORD), a public repository of structured organic reaction records. Task: describe an organic reaction: reactants, conditions, products, and yield Reaction conditions: time 20 hour. Reported procedure: A mixture of 3-(1-piperidinylmethyl)phenol (11.2 g) sodium hydride (1.5 g) and ethyl 4-bromobutyrate (11.7 g) in dimethylformamide (60 ml) was stirred at 25° during 20 h. The mixture was poured onto ice (300 g) and extracted with ethyl acetate (3×100 ml). The combined extracts were distilled to give the title compound as a colourless oil (16.9 g) b.p. 250°, 0.1 mm; tlc System B, Rf 0.9. Starting materials: N1(CCCCC1)CC=1C=C(C=CC1)O (3-(1-piperidinylmethyl)phenol), BrCCCC(=O)OCC (ethyl 4-bromobutyrate). Yields the product N1(CCCCC1)CC=1C=C(OCCCC(=O)OCC)C=CC1 (Ethyl 4-[3-(1-piperidinylmethyl)phenoxy]butanoate). As a reaction SMILES: [N:1]1([CH2:7][C:8]2[CH:9]=[C:10]([OH:14])[CH:11]=[CH:12][CH:13]=2)[CH2:6][CH2:5][CH2:4][CH2:3][CH2:2]1.Br[CH2:16][CH2:17][CH2:18][C:19]([O:21][CH2:22][CH3:23])=[O:20]>CN(C)C=O>[N:1]1([CH2:7][C:8]2[CH:9]=[C:10]([CH:11]=[CH:12][CH:13]=2)[O:14][CH2:16][CH2:17][CH2:18][C:19]([O:21][CH2:22][CH3:23])=[O:20])[CH2:6][CH2:5][CH2:4][CH2:3][CH2:2]1. Solvent: CN(C=O)C (dimethylformamide). Yield: 94.5%.